This data is from the Open Reaction Database (ORD), a public repository of structured organic reaction records. The task is: describe an organic reaction: reactants, conditions, products, and yield Starting materials: C(C)(=O)NC=1C=C(C(=O)O)C=CN1 (2-(Acetylamino)isonicotinic acid), S(=O)(Cl)Cl (thionyl chloride), N1=CC=CC=C1 (pyridine), C(C)(C)(C)C=1N=C(SC1)N (4-(tert-butyl)-1,3-thiazol-2-amine). Solvent: O (water), ClCCl (dichloromethane). Conditions: temperature 80 celsius, time 30 minute. Yields the product C(C)(C)(C)C=1N=C(SC1)NC(C1=CC(=NC=C1)NC(C)=O)=O (N4-[4-(tert-Butyl)-1,3-thiazol-2-yl]-2-(acetylamino)isonicotinamide). The yield is 61.2%. As a reaction SMILES: [C:1]([NH:4][C:5]1[CH:6]=[C:7]([CH:11]=[CH:12][N:13]=1)[C:8]([OH:10])=O)(=[O:3])[CH3:2].S(Cl)(Cl)=O.N1C=CC=CC=1.[C:24]([C:28]1[N:29]=[C:30]([NH2:33])[S:31][CH:32]=1)([CH3:27])([CH3:26])[CH3:25]>O.ClCCl>[C:24]([C:28]1[N:29]=[C:30]([NH:33][C:8](=[O:10])[C:7]2[CH:11]=[CH:12][N:13]=[C:5]([NH:4][C:1](=[O:3])[CH3:2])[CH:6]=2)[S:31][CH:32]=1)([CH3:27])([CH3:26])[CH3:25]. Procedure: 2-(Acetylamino)isonicotinic acid (500 mg, 2.8 mmol) was added dropwise with thionyl chloride (15 ml, 68.5 mmol) at room temperature, warmed to 80° C. and stirred for 30 minutes. The reaction solution was returned to room temperature, concentrated under reduced pressure, and the residue was subjected to azeotropy with toluene to evaporate excessive thionyl chloride. The resulting yellow crystals was added to a mixed solution of pyridine (0.25 ml), dichloromethane (5 ml) and 4-(tert-butyl)-1,3-thi...